This data is from the Open Reaction Database (ORD), a public repository of structured organic reaction records. The task is: describe an organic reaction: reactants, conditions, products, and yield Reactants: C(C1=CC=CC=C1)N1C[C@H]([C@H](CC1)N1C(NC=2C1=C1C(=NC2)NC=C1)=O)C (rel-1-[(3R,4S)-1-benzyl-3-methyl-4-piperidinyl]-3,6-dihydroimidazo[4,5-d]pyrrolo[2,3-b]pyridin-2(1H)-one). The reagents and catalysts are [OH-].[Pd+2].[OH-] (palladium hydroxide). Run in C(C)O (ethanol). Conditions: temperature 45 celsius, time 2 hour. Yields the product C[C@@H]1CNCC[C@@H]1N1C(NC=2C1=C1C(=NC2)NC=C1)=O (rel-1-[(3R,4S)-3-methyl-4-piperidinyl]-3,6-dihydroimidazo[4,5-d]pyrrolo[2,3-b]pyridin-2(1H)-one). Yield: 99.1%. As a reaction SMILES: C([N:8]1[CH2:13][CH2:12][C@H:11]([N:14]2[C:18]3=[C:19]4[CH:25]=[CH:24][NH:23][C:20]4=[N:21][CH:22]=[C:17]3[NH:16][C:15]2=[O:26])[C@H:10]([CH3:27])[CH2:9]1)C1C=CC=CC=1>C(O)C.[OH-].[Pd+2].[OH-]>[CH3:27][C@H:10]1[C@@H:11]([N:14]2[C:18]3=[C:19]4[CH:25]=[CH:24][NH:23][C:20]4=[N:21][CH:22]=[C:17]3[NH:16][C:15]2=[O:26])[CH2:12][CH2:13][NH:8][CH2:9]1 |f:2.3.4|. Procedure: To a solution of rel-1-[(3R,4S)-1-benzyl-3-methyl-4-piperidinyl]-3,6-dihydroimidazo[4,5-d]pyrrolo[2,3-b]pyridin-2(1H)-one (125 mg) in ethanol (6.25 mL) was added palladium hydroxide (200 mg). The mixture was stirred under hydrogen gas at 45° C. for 2 hours. The catalyst was filtrated through a pad of Celite. The filtrate was concentrated under reduced pressure to give rel-1-[(3R,4S)-3-methyl-4-piperidinyl]-3,6-dihydroimidazo[4,5-d]pyrrolo[2,3-b]pyridin-2(1H)-one (93 mg) as a white powder. Reported procedure: The title compound was prepared as described in Example 1C, substituting 2-methoxyethanamine for 3-phenylpropan-1-amine and 2-({4-[(cyclopentylacetyl)amino]phenyl}carbamoyl)isoindoline-5-carboxylic acid for 4-(isoindoline-2-carboxamido)benzoic acid. 1H NMR (300 MHz, DMSO-d6) δ ppm 9.69 (s, 1H), 8.56-8.49 (m, 1H), 8.31 (s, 1H), 7.84-7.77 (m, 2H), 7.50-7.40 (m, 5H), 4.78 (bs, 4H), 3.50-3.39 (m, 4H), 3.27 (s, 3H), 2.31-2.18 (m, 3H), 1.81-1.68 (m, 2H), 1.66-1.43 (m, 4H), 1.26-1.12 (m, 2H); MS (ESI(+... RXN SMILES: C1(C[CH2:8][CH2:9][NH2:10])C=CC=CC=1.[CH:11]1([CH2:16][C:17]([NH:19][C:20]2[CH:25]=[CH:24][C:23]([NH:26][C:27]([N:29]3[CH2:37][C:36]4[C:31](=[CH:32][CH:33]=[C:34]([C:38](O)=[O:39])[CH:35]=4)[CH2:30]3)=[O:28])=[CH:22][CH:21]=2)=[O:18])[CH2:15][CH2:14][CH2:13][CH2:12]1.C1C2C(=CC=CC=2)CN1[C:50](NC1C=CC(C(O)=O)=CC=1)=[O:51]>>[CH:11]1([CH2:16][C:17]([NH:19][C:20]2[CH:25]=[CH:24][C:23]([NH:26][C:27]([N:29]3[CH2:37][C:36]4[C:31](=[CH:32][CH:33]=[C:34]([C:38]([NH:10][CH2:9][CH2:8][O:51][CH3:50])=[O:39])[CH:35]=4)[CH2:30]3)=[O:28])=[CH:22][CH:21]=2)=[O:18])[CH2:15][CH2:14][CH2:13][CH2:12]1. Reactants: C1(=CC=CC=C1)CCCN (3-phenylpropan-1-amine), C1(CCCC1)CC(=O)NC1=CC=C(C=C1)NC(=O)N1CC2=CC=C(C=C2C1)C(=O)O (2-({4-[(cyclopentylacetyl)amino]phenyl}carbamoyl)isoindoline-5-carboxylic acid), C1N(CC2=CC=CC=C12)C(=O)NC1=CC=C(C(=O)O)C=C1 (4-(isoindoline-2-carboxamido)benzoic acid). Yields the product C1(CCCC1)CC(=O)NC1=CC=C(C=C1)NC(=O)N1CC2=CC=C(C=C2C1)C(=O)NCCOC (N2-{4-[(cyclopentylacetyl)amino]phenyl}-N5-(2-methoxyethyl)-1,3-dihydro-2H-isoindole-2,5-dicarboxamide). The reactants are CO (methanol), Cl (HCl), N(=C=S)C1=CC(=C(C#N)C=C1)C(F)(F)F (4-Isothiocyanato-2-trifluoromethylbenzonitrile), C(#N)C1(CCCC1)NC1=CC=C(C=C1)CCCC#N (4-[4-(1-Cyanocyclopentyl amino)phenyl]butanenitrile). Solvent: CN(C)C=O (DMF), O (water). Reaction conditions: temperature 80 celsius. The product is C(#N)CCCC1=CC=C(C=C1)N1C(N(C(C12CCCC2)=O)C2=CC(=C(C#N)C=C2)C(F)(F)F)=S (4-(1-(4-(3-Cyanopropyl)phenyl)-4-oxo-2-thioxo-1,3-diazaspiro[4.4]non-3-yl)-2-trifluoromethylbenzonitrile). RXN SMILES: [N:1]([C:4]1[CH:11]=[CH:10][C:7]([C:8]#[N:9])=[C:6]([C:12]([F:15])([F:14])[F:13])[CH:5]=1)=[C:2]=[S:3].[C:16]([C:18]1([NH:23][C:24]2[CH:29]=[CH:28][C:27]([CH2:30][CH2:31][CH2:32][C:33]#[N:34])=[CH:26][CH:25]=2)[CH2:22][CH2:21][CH2:20][CH2:19]1)#N.C[OH:36].Cl>CN(C=O)C.O>[C:33]([CH2:32][CH2:31][CH2:30][C:27]1[CH:28]=[CH:29][C:24]([N:23]2[C:18]3([CH2:22][CH2:21][CH2:20][CH2:19]3)[C:16](=[O:36])[N:1]([C:4]3[CH:11]=[CH:10][C:7]([C:8]#[N:9])=[C:6]([C:12]([F:13])([F:15])[F:14])[CH:5]=3)[C:2]2=[S:3])=[CH:25][CH:26]=1)#[N:34]. Procedure: A mixture of 4-Isothiocyanato-2-trifluoromethylbenzonitrile (96) (36 mg, 0.16 mmol) and 4-[4-(1-Cyanocyclopentyl amino)phenyl]butanenitrile (93) (20 mg, 0.08 mmol) in DMF (1 mL) was heated under microwave irradiation at 80° C. for 6 h. To this mixture was added methanol (10 mL) and aq. 1 N HCl (3 mL). The second mixture was refluxed for 1.5 h. After being cooled to room temperature, the reaction mixture was poured into cold water (20 mL) and extracted with ethyl acetate (30 mL). The organic laye...